From a dataset of the Open Reaction Database (ORD), a public repository of structured organic reaction records. describe an organic reaction: reactants, conditions, products, and yield Reactants: [NH4+].[Cl-] (NH4Cl), ClS(=O)(=O)C=1C=C(C(=O)OC)C=C(C1)C(F)(F)F (methyl 3-(chlorosulfonyl)-5-(trifluoromethyl)benzoate), CCN(C(C)C)C(C)C (DIPEA), N1CCC1 (azetidine). The solvent is CCOC(=O)C (EtOAc), C(Cl)Cl (CH2Cl2). Reaction conditions: time 4 hour. The product is N1(CCC1)S(=O)(=O)C=1C=C(C(=O)OC)C=C(C1)C(F)(F)F (Methyl 3-(azetidin-1-ylsulfonyl)-5-(trifluoromethyl)benzoate). RXN SMILES: Cl[S:2]([C:5]1[CH:6]=[C:7]([CH:12]=[C:13]([C:15]([F:18])([F:17])[F:16])[CH:14]=1)[C:8]([O:10][CH3:11])=[O:9])(=[O:4])=[O:3].CC[N:21]([CH:25]([CH3:27])C)[CH:22](C)C.N1CCC1.[NH4+].[Cl-]>C(Cl)Cl.CCOC(C)=O>[N:21]1([S:2]([C:5]2[CH:6]=[C:7]([CH:12]=[C:13]([C:15]([F:18])([F:17])[F:16])[CH:14]=2)[C:8]([O:10][CH3:11])=[O:9])(=[O:4])=[O:3])[CH2:22][CH2:27][CH2:25]1 |f:3.4|. Procedure: To a solution of methyl 3-(chlorosulfonyl)-5-(trifluoromethyl)benzoate (0.3 g, 991 μmol; Buttpark Ltd.) in CH2Cl2 (1 mL) were added DIPEA (192 mg, 260 μL, 1.49 mmol) and azetidine (62.3 mg, 73.5 μL, 1.09 mmol). The clear, light yellow solution was stirred at room temperature for 4 hours and then poured on saturated aqueous NH4Cl solution and EtOAc and the layers were separated. The aqueous layer was extracted twice with EtOAc. The organic layers were dried over MgSO4, filtered, and evaporated. L... The reactants are COC(C(CC1CCCC1)C1=CC=C(C=C1)I)=O (3-cyclopentyl-2-(4-iodo-phenyl)-propionic acid methyl ester), CC(C#C)(CC)O (3-methyl-1-pentyn-3-ol). Reagents/catalysts: C1=CC=C(C=C1)P(C2=CC=CC=C2)C3=CC=CC=C3.C1=CC=C(C=C1)P(C2=CC=CC=C2)C3=CC=CC=C3.Cl[Pd]Cl (bis(triphenylphosphine)palladium (II) chloride), [I-] (iodide), C(C)N(CC)CC (triethylamine). The solvent is CN(C=O)C (N,N-dimethylformamide). Reaction conditions: temperature 70 celsius. Product: ethyl acetate hexanes, COC(C(CC1CCCC1)C1=CC=C(C=C1)C#CC(CC)(C)O)=O (3-cyclopentyl-2-[4-(3-hydroxy-3-methyl-pent-1-ynyl)-phenyl]-propionic acid methyl ester). The yield is 102.5%. As a reaction SMILES: [CH3:1][O:2][C:3](=[O:18])[CH:4]([C:11]1[CH:16]=[CH:15][C:14](I)=[CH:13][CH:12]=1)[CH2:5][CH:6]1[CH2:10][CH2:9][CH2:8][CH2:7]1.[CH3:19][C:20]([OH:25])([CH2:23][CH3:24])[C:21]#[CH:22]>CN(C)C=O.C1C=CC(P(C2C=CC=CC=2)C2C=CC=CC=2)=CC=1.C1C=CC(P(C2C=CC=CC=2)C2C=CC=CC=2)=CC=1.Cl[Pd]Cl.C(N(CC)CC)C.[I-]>[CH3:1][O:2][C:3](=[O:18])[CH:4]([C:11]1[CH:16]=[CH:15][C:14]([C:22]#[C:21][C:20]([OH:25])([CH3:19])[CH2:23][CH3:24])=[CH:13][CH:12]=1)[CH2:5][CH:6]1[CH2:10][CH2:9][CH2:8][CH2:7]1 |f:3.4.5|. Reported procedure: A solution of 3-cyclopentyl-2-(4-iodo-phenyl)-propionic acid methyl ester (716 mg, 2.0 mmol) and triethylamine (2 mL, 0.01 mmol) in N,N-dimethylformamide (2 mL) was treated with 3-methyl-1-pentyn-3-ol (0.56 mL, 5.0 mmol). The resulting reaction mixture was degassed with argon and then treated with cooper iodide (10 mg, 0.05 mmol) and bis(triphenylphosphine)palladium (II) chloride (15 mg, 0.02 mmol). The reaction was then heated at 70° C. for 24 h. At this time, the reaction was cooled to 25° C. ...